This data is from the Open Reaction Database (ORD), a public repository of structured organic reaction records. The task is: describe an organic reaction: reactants, conditions, products, and yield Reactants: O[C@@H]1CC[C@H](CC1)N(S(=O)(=O)C1=CC=C(C=C1)C(F)(F)F)C (trans-N-(4-Hydroxy-cyclohexyl)-N-methyl-4-trifluoromethyl-benzenesulfonamide), BrCCCBr (1,3-dibrompropane). Yields the product BrCCCO[C@@H]1CC[C@H](CC1)N(S(=O)(=O)C1=CC=C(C=C1)C(F)(F)F)C (trans-N-[4-(3-Bromo-propoxy)-cyclohexyl]-N-methyl-4-trifluoromethyl-benzenesulfonamide). Reaction SMILES: [OH:1][C@H:2]1[CH2:7][CH2:6][C@H:5]([N:8]([CH3:22])[S:9]([C:12]2[CH:17]=[CH:16][C:15]([C:18]([F:21])([F:20])[F:19])=[CH:14][CH:13]=2)(=[O:11])=[O:10])[CH2:4][CH2:3]1.[Br:23][CH2:24][CH2:25][CH2:26]Br>>[Br:23][CH2:24][CH2:25][CH2:26][O:1][C@H:2]1[CH2:7][CH2:6][C@H:5]([N:8]([CH3:22])[S:9]([C:12]2[CH:17]=[CH:16][C:15]([C:18]([F:21])([F:19])[F:20])=[CH:14][CH:13]=2)(=[O:11])=[O:10])[CH2:4][CH2:3]1. Reported procedure: In analogy to example 11.11, trans-N-(4-Hydroxy-cyclohexyl)-N-methyl-4-trifluoromethyl-benzenesulfonamide and 1,3-dibrompropane were converted to yield trans-N-[4-(3-Bromo-propoxy)-cyclohexyl]-N-methyl-4-trifluoromethyl-benzenesulfonamide as off-white semisolid, MS: 320 [M−C3H6BrO]. Starting materials: C(C)(C)(C)OC(=O)N1CCC2(CN(CCO2)CC2=CC=3N=C(N=C(C3S2)N2CCOCC2)Cl)CC1 (4-(2-chloro-4-morpholin-4-yl-thieno[3,2-d]pyrimidin-6-ylmethyl)-1-oxa-4,9-diaza-spiro[5.5]undecane-9-carboxylic acid tert-butyl ester), N1(CCC1)C1CCNCC1 (4-azetidin-1-yl-piperidine). The product is N1(CCC1)C1CCN(CC1)CC1=CC=2N=C(N=C(C2S1)N1CCOCC1)Cl (6-(4-Azetidin-1-yl-piperidin-1-ylmethyl)-2-chloro-4-morpholin-4-yl-thieno[3,2-d]pyrimidine), solid. Isolated yield 48.0%. Reaction SMILES: C(OC(N1[CH2:35][CH2:34][C:11]2(OC[CH2:14][N:13]([CH2:17][C:18]3[S:26][C:25]4[C:24]([N:27]5[CH2:32][CH2:31][O:30][CH2:29][CH2:28]5)=[N:23][C:22]([Cl:33])=[N:21][C:20]=4[CH:19]=3)[CH2:12]2)CC1)=O)(C)(C)C.[N:36]1(C2CCNCC2)[CH2:39][CH2:38][CH2:37]1>>[N:36]1([CH:34]2[CH2:35][CH2:14][N:13]([CH2:17][C:18]3[S:26][C:25]4[C:24]([N:27]5[CH2:32][CH2:31][O:30][CH2:29][CH2:28]5)=[N:23][C:22]([Cl:33])=[N:21][C:20]=4[CH:19]=3)[CH2:12][CH2:11]2)[CH2:39][CH2:38][CH2:37]1. Procedure details: Prepared according to the method used in the preparation of 4-(2-chloro-4-morpholin-4-yl-thieno[3,2-d]pyrimidin-6-ylmethyl)-1-oxa-4,9-diaza-spiro[5.5]undecane-9-carboxylic acid tert-butyl ester using 4-azetidin-1-yl-piperidine in place of 4-ethoxy-4-methylaminomethyl-piperidine-1-carboxylic acid tert-butyl ester. The title compound was obtained as an off-white solid (219 mg, 48%).